This data is from the Open Reaction Database (ORD), a public repository of structured organic reaction records. The task is: describe an organic reaction: reactants, conditions, products, and yield Starting materials: C1=CC(=CC=C1CCl)Cl (α,p-dichlorotoluene), ice, CNC (dimethylamine). Run in O1CCCC1 (tetrahydrofuran), O1CCCC1 (tetrahydrofuran), C(C)OCC (diethyl ether). Run at time 2 day. Yields the product CN(C)CC1=CC=C(C=C1)Cl (N,N-dimethyl-4-chlorobenzylamine). Reaction SMILES: [CH:1]1[C:6]([CH2:7]Cl)=[CH:5][CH:4]=[C:3]([Cl:9])[CH:2]=1.[CH3:10][NH:11][CH3:12]>O1CCCC1.C(OCC)C>[CH3:10][N:11]([CH2:7][C:6]1[CH:5]=[CH:4][C:3]([Cl:9])=[CH:2][CH:1]=1)[CH3:12]. Reported procedure: The starting material is prepared as follows: The solution of 141 g of α,p-dichlorotoluene in 200 ml of tetrahydrofuran is added dropwise to an ice-cold saturated solution of dimethylamine in 1 liter of tetrahydrofuran and the mixture stirred for 2 days at 25°. It is diluted with diethyl ether, washed with 2N aqueous sodium hydroxide, the organic layer dried, evaporated, the residue distilled and the fraction boiling at 106°/12 mm Hg collected, to yield the N,N-dimethyl-4-chlorobenzylamine. Reactants: OC1=CC=NN1C1=NC=CC(=C1)C#N (2-(5-hydroxy-1H-pyrazol-1-yl)pyridine-4-carbonitrile), FC(C1=CC=C(C=C1)CO)(F)F ([4-(trifluoromethyl)phenyl]methanol). The product is FC(C1=CC=C(COC2=CC=NN2C2=NC=CC(=C2)C#N)C=C1)(F)F (2-(5-{[4-(trifluoromethyl)benzyl]oxy}-1H-pyrazol-1-yl)pyridine-4-carbonitrile). As a reaction SMILES: [OH:1][C:2]1[N:6]([C:7]2[CH:12]=[C:11]([C:13]#[N:14])[CH:10]=[CH:9][N:8]=2)[N:5]=[CH:4][CH:3]=1.[F:15][C:16]([F:26])([F:25])[C:17]1[CH:22]=[CH:21][C:20]([CH2:23]O)=[CH:19][CH:18]=1>>[F:15][C:16]([F:25])([F:26])[C:17]1[CH:22]=[CH:21][C:20]([CH2:23][O:1][C:2]2[N:6]([C:7]3[CH:12]=[C:11]([C:13]#[N:14])[CH:10]=[CH:9][N:8]=3)[N:5]=[CH:4][CH:3]=2)=[CH:19][CH:18]=1. Reported procedure: The title compound was prepared from 2-(5-hydroxy-1H-pyrazol-1-yl)pyridine-4-carbonitrile and [4-(trifluoromethyl)phenyl]methanol according to the procedure for the preparation of Example 39, part C. 1H NMR (400 MHz, CDCl3): δ 5.31 (2H, s), 5.73 (1H, d, J=1.6 Hz), 7.42 (1H, dd, J=1.2 Hz, J=4.8 Hz), 7.55-7.57 (3H, m), 7.66-7.68 (2H, m), 8.05 (1H, s), 8.70 (1H, d, J=4.8 Hz). [M+H] Calc'd for C17H11F3N4O, 345. Found, 345. Procedure details: A mixture of methyl [3,5-bis(trifluoromethyl)benzyl](2-iodo-5-trifluoromethyl-benzyl)carbamate (105 mg, 0.18 mmol) (Example 5), the title compound from Step B (58 mg, 0.22 mmol), anhydrous potassium carbonate (50 mg, 0.36 mmol), dichloro[1,1′-bis(diphenylphospino)ferrocene]palladium(II) dichloromethane adduct (14.7 mg, 0.018 mmol), and a catalytic amount of palladium acetate in anhydrous dioxane were stirred at 80° C. for approximately 40 hours. The solvent was removed in vacuo, and the title co... The reactants are FC(C=1C=C(CN(C(OC)=O)CC2=C(C=CC(=C2)C(F)(F)F)I)C=C(C1)C(F)(F)F)(F)F (methyl [3,5-bis(trifluoromethyl)benzyl][2-iodo-5-(trifluoromethyl)benzyl]carbamate), C([O-])([O-])=O.[K+].[K+] (potassium carbonate), O1CCOCC1 (dioxane). Reagents/catalysts: C1=CC=C(C=C1)[PH+](C2=CC=CC=C2)[C]3[CH][CH][CH][CH]3.C1=CC=C(C=C1)[PH+](C2=CC=CC=C2)[C]3[CH][CH][CH][CH]3.C(Cl)Cl.Cl[Pd]Cl.[Fe] (dichloro[1,1′-bis(diphenylphospino)ferrocene]palladium(II) dichloromethane adduct), C(C)(=O)[O-].[Pd+2].C(C)(=O)[O-] (palladium acetate). RXN SMILES: [F:1][C:2]([F:32])([F:31])[C:3]1[CH:4]=[C:5]([CH:24]=[C:25]([C:27]([F:30])([F:29])[F:28])[CH:26]=1)[CH2:6][N:7]([CH2:12][C:13]1[CH:18]=[C:17]([C:19]([F:22])([F:21])[F:20])[CH:16]=[CH:15][C:14]=1I)[C:8](=[O:11])[O:9][CH3:10].C(=O)([O-])[O-].[K+].[K+].O1[CH2:44][CH2:43][O:42][CH2:41]C1>C1C=CC([PH+]([C]2[CH][CH][CH][CH]2)C2C=CC=CC=2)=CC=1.C1C=CC([PH+]([C]2[CH][CH][CH][CH]2)C2C=CC=CC=2)=CC=1.C(Cl)Cl.Cl[Pd]Cl.[Fe].C([O-])(=O)C.[Pd+2].C([O-])(=O)C>[F:1][C:2]([F:32])([F:31])[C:3]1[CH:4]=[C:5]([CH:24]=[C:25]([C:27]([F:30])([F:29])[F:28])[CH:26]=1)[CH2:6][N:7]([CH2:12][C:13]1[CH:18]=[C:17]([C:19]([F:22])([F:21])[F:20])[CH:16]=[CH:15][C:14]=1[C:25]1[CH:26]=[C:3]([CH2:4][CH3:5])[CH:2]=[CH:44][C:43]=1[O:42][CH3:41])[C:8](=[O:11])[O:9][CH3:10] |f:1.2.3,5.6.7.8.9,10.11.12,^1:49,50,51,52,53,67,68,69,70,71|. Yields the product FC(C=1C=C(CN(C(OC)=O)CC2=C(C=CC(=C2)C(F)(F)F)C2=C(C=CC(=C2)CC)OC)C=C(C1)C(F)(F)F)(F)F (Methyl [3,5-bis(trifluoromethyl)benzyl]{[5′-ethyl-2′-methoxy-4-(trifluoromethyl)biphenyl-2-yl]methyl}carbamate). Reactants: CC1=C(N=C(O1)C1=CC=C(C(=O)OC)C=C1)CS(=O)(=O)C1=CC=C(C=C1)CCCN1CCOCC1 (methyl 4-(5-methyl-4-((4-(3-morpholinopropyl)phenylsulfonyl)methyl)oxazol-2-yl)benzoate), Cl (hydrochloric acid). Yields the product Cl.CC1=C(N=C(O1)C1=CC=C(C(=O)O)C=C1)CS(=O)(=O)C1=CC=C(C=C1)CCCN1CCOCC1 (4-(5-methyl-4-((4-(3-morpholinopropyl)phenylsulfonyl)methyl)oxazol-2-yl)benzoic acid hydrochloride). The yield is 96.0%. Reaction SMILES: [CH3:1][C:2]1[O:6][C:5]([C:7]2[CH:16]=[CH:15][C:10]([C:11]([O:13]C)=[O:12])=[CH:9][CH:8]=2)=[N:4][C:3]=1[CH2:17][S:18]([C:21]1[CH:26]=[CH:25][C:24]([CH2:27][CH2:28][CH2:29][N:30]2[CH2:35][CH2:34][O:33][CH2:32][CH2:31]2)=[CH:23][CH:22]=1)(=[O:20])=[O:19].[ClH:36]>>[ClH:36].[CH3:1][C:2]1[O:6][C:5]([C:7]2[CH:16]=[CH:15][C:10]([C:11]([OH:13])=[O:12])=[CH:9][CH:8]=2)=[N:4][C:3]=1[CH2:17][S:18]([C:21]1[CH:26]=[CH:25][C:24]([CH2:27][CH2:28][CH2:29][N:30]2[CH2:31][CH2:32][O:33][CH2:34][CH2:35]2)=[CH:23][CH:22]=1)(=[O:19])=[O:20] |f:2.3|. Procedure details: A solution of methyl 4-(5-methyl-4-((4-(3-morpholinopropyl)phenylsulfonyl)methyl)oxazol-2-yl)benzoate (2.0 g, 4.02 mmol, 1.00 equiv) in 6N hydrochloric acid (80 mL) was refluxed overnight. The reaction mixture was cooled to room temperature and concentrated under vacuum to give 2.0 g (96%) of 4-(5-methyl-4-((4-(3-morpholinopropyl)phenylsulfonyl)methyl)oxazol-2-yl)benzoic acid hydrochloride as a white solid. LC-MS: (ES, m/z): 485 [M+H]+. Starting materials: C(C)(=O)O[C@@H]1C(SC2=CC=CC=C2)O[C@H]([C@H]([C@H]1OC(C)=O)OC(C)=O)C (phenyl 6-deoxy-2,3,4-tri-O-acetyl-1-thio-L-galactopyranoside), C(=O)([O-])[O-].[K+].[K+] (K2CO3). Solvent: CO (methanol). Conditions: time 12 hour. The product is S([C@@H]1[C@@H](O)[C@H](O)[C@H](O)[C@@H](O1)C)C1=CC=CC=C1 (phenyl 6-deoxy-1-thio-β-L-galactopyranoside). The yield is 232.7%. RXN SMILES: C([O:4][C@H:5]1[C@H:17]([O:18]C(=O)C)[C@H:16]([O:22]C(=O)C)[C@H:15]([CH3:26])[O:14][CH:6]1[S:7][C:8]1[CH:13]=[CH:12][CH:11]=[CH:10][CH:9]=1)(=O)C.C([O-])([O-])=O.[K+].[K+]>CO>[S:7]([C:8]1[CH:9]=[CH:10][CH:11]=[CH:12][CH:13]=1)[C@H:6]1[O:14][C@@H:15]([CH3:26])[C@@H:16]([OH:22])[C@@H:17]([OH:18])[C@@H:5]1[OH:4] |f:1.2.3|. Reported procedure: To a solution of phenyl 6-deoxy-2,3,4-tri-O-acetyl-1-thio-β-L-galactopyranoside 2 (0.892 g, 2.33 mmol) in 25 mL of methanol is added K2CO3 (0.644 g, 4.66 mmol). The reaction mixture is stirred at room temperature for 12 h. Amberlite resin (H+ form) is added to the reaction mixture and stirred for an additional 30 min. The neutralized mixture is then filtered through Celite, which is washed several times with methanol, and the filtrate is concentrated to afford 1.39 g of phenyl 6-deoxy-1-thio-β-L...